Dataset: the Open Reaction Database (ORD), a public repository of structured organic reaction records. Task: describe an organic reaction: reactants, conditions, products, and yield The reactants are CC(C)(O)c1ccc2c(c1)C(=CCCBr)c1cccnc1CO2, CC#N, CCN(C(=O)C1CCNC1)c1ccc(Cl)cc1, Cl, [K+], [K+], O=C([O-])[O-], O. The product is CCN(C(=O)C1CCN(CCC=C2c3cc(C(C)(C)O)ccc3OCc3ncccc32)C1)c1ccc(Cl)cc1. As a reaction SMILES: [Br:25][CH2:26][CH2:27][CH:28]=[C:29]1[c:30]2[c:31]([cH:40][cH:41][c:42]([C:44]([CH3:45])([CH3:46])[OH:47])[cH:43]2)[O:32][CH2:33][c:34]2[c:35]1[cH:36][cH:37][cH:38][n:39]2.[C:49](#[N:50])[CH3:51].[Cl:2][c:3]1[cH:4][cH:5][c:6]([N:9]([C:10](=[O:11])[CH:12]2[CH2:13][NH:14][CH2:15][CH2:16]2)[CH2:17][CH3:18])[cH:7][cH:8]1.[ClH:1].[K+:19].[K+:20].[O-:21][C:22]([O-:23])=[O:24].[OH2:48]>>[Cl:2][c:3]1[cH:4][cH:5][c:6]([N:9]([C:10](=[O:11])[CH:12]2[CH2:13][N:14]([CH2:26][CH2:27][CH:28]=[C:29]3[c:30]4[c:31]([cH:40][cH:41][c:42]([C:44]([CH3:45])([CH3:46])[OH:47])[cH:43]4)[O:32][CH2:33][c:34]4[c:35]3[cH:36][cH:37][cH:38][n:39]4)[CH2:15][CH2:16]2)[CH2:17][CH3:18])[cH:7][cH:8]1. Reactants: C(C)(C)(C)C=1N=C(SC1)C=1OC2=C(C1)C=C(C=C2)/C=C/C(=O)OCC (ethyl (E)-3-[2-(4-tert-butylthiazol-2-yl)-benzofuran-5-yl-]propenoate), Pd--C. The solvent is O1CCCC1 (tetrahydrofuran). Product: C(C)(C)(C)C=1N=C(SC1)C=1OC2=C(C1)C=C(C=C2)CCC(=O)OCC (ethyl 3-[2-(4-tert-butylthiazol-2-yl)benzofuran-5-yl]propionate). Isolated yield 99.4%. RXN SMILES: [C:1]([C:5]1[N:6]=[C:7]([C:10]2[O:11][C:12]3[CH:18]=[CH:17][C:16](/[CH:19]=[CH:20]/[C:21]([O:23][CH2:24][CH3:25])=[O:22])=[CH:15][C:13]=3[CH:14]=2)[S:8][CH:9]=1)([CH3:4])([CH3:3])[CH3:2]>O1CCCC1>[C:1]([C:5]1[N:6]=[C:7]([C:10]2[O:11][C:12]3[CH:18]=[CH:17][C:16]([CH2:19][CH2:20][C:21]([O:23][CH2:24][CH3:25])=[O:22])=[CH:15][C:13]=3[CH:14]=2)[S:8][CH:9]=1)([CH3:4])([CH3:2])[CH3:3]. Reported procedure: A solution of ethyl (E)-3-[2-(4-tert-butylthiazol-2-yl)-benzofuran-5-yl-]propenoate (0.65 g) in tetrahydrofuran (10 ml) was hydrogenated over 10% Pd--C (0.1 g) at room temperature under atmospheric pressure. After removal of the catalyst by filtration the filtrate was concentrated under reduced pressure to give ethyl 3-[2-(4-tert-butylthiazol-2-yl)benzofuran-5-yl]propionate (0.65 g). The reactants are O=C1C2C=CC(O2)C(=O)C1Cl, Cl, [Zn]. Product: O=C1CC(=O)C2C=CC1O2. RXN SMILES: [Cl:1][CH:2]1[C:3](=[O:11])[CH:4]2[CH:5]=[CH:6][CH:7]([C:8]1=[O:9])[O:10]2.[ClH:12].[Zn:13]>>[CH2:2]1[C:3](=[O:11])[CH:4]2[CH:5]=[CH:6][CH:7]([C:8]1=[O:9])[O:10]2. The reactants are CC(C)C=O, CC(C)CN(C(CO)CCCNC(=O)C(N)Cc1cccc2ccccc12)S(=O)(=O)c1ccc(N)cc1. Product: CC(C)CNC(Cc1cccc2ccccc12)C(=O)NCCCC(CO)N(CC(C)C)S(=O)(=O)c1ccc(N)cc1. RXN SMILES: [CH:38]([CH:39]([CH3:40])[CH3:41])=[O:42].[NH2:1][CH:2]([C:3](=[O:4])[NH:5][CH2:6][CH2:7][CH2:8][CH:9]([CH2:10][OH:11])[N:12]([CH2:13][CH:14]([CH3:15])[CH3:16])[S:17](=[O:18])(=[O:19])[c:20]1[cH:21][cH:22][c:23]([NH2:26])[cH:24][cH:25]1)[CH2:27][c:28]1[cH:29][cH:30][cH:31][c:32]2[cH:33][cH:34][cH:35][cH:36][c:37]12>>[NH:1]([CH:2]([C:3](=[O:4])[NH:5][CH2:6][CH2:7][CH2:8][CH:9]([CH2:10][OH:11])[N:12]([CH2:13][CH:14]([CH3:15])[CH3:16])[S:17](=[O:18])(=[O:19])[c:20]1[cH:21][cH:22][c:23]([NH2:26])[cH:24][cH:25]1)[CH2:27][c:28]1[cH:29][cH:30][cH:31][c:32]2[cH:33][cH:34][cH:35][cH:36][c:37]12)[CH2:38][CH:39]([CH3:40])[CH3:41]. The reactants are C(O)([O-])=O.[Na+] (sodium hydrogen carbonate), ClC1=CC=C(C(=N1)NC1=C(C=C(C(=C1)OCC1=C(C(=CC=C1OC)F)F)OC)Cl)[N+](=O)[O-] (6-chloro-2-[2-chloro-5-(2,3-difluoro-6-methoxybenzyloxy)-4-methoxyphenylamino]-3-nitropyridine), CO (methanol), [BH4-].[Na+] (sodium borohydride). The reagents and catalysts are [Ni](Br)Br (nickel(II) bromide). Solvent: O1CCCC1 (tetrahydrofuran). Product: NC=1C(=NC(=CC1)Cl)NC1=C(C=C(C(=C1)OCC1=C(C(=CC=C1OC)F)F)OC)Cl (3-amino-6-chloro-2-[2-chloro-5-(2,3-difluoro-6-methoxybenzyloxy)-4-methoxyphenylamino]pyridine). Yield: 85.3%. RXN SMILES: [Cl:1][C:2]1[N:7]=[C:6]([NH:8][C:9]2[CH:14]=[C:13]([O:15][CH2:16][C:17]3[C:22]([O:23][CH3:24])=[CH:21][CH:20]=[C:19]([F:25])[C:18]=3[F:26])[C:12]([O:27][CH3:28])=[CH:11][C:10]=2[Cl:29])[C:5]([N+:30]([O-])=O)=[CH:4][CH:3]=1.CO.[BH4-].[Na+].C(=O)([O-])O.[Na+]>O1CCCC1.[Ni](Br)Br>[NH2:30][C:5]1[C:6]([NH:8][C:9]2[CH:14]=[C:13]([O:15][CH2:16][C:17]3[C:22]([O:23][CH3:24])=[CH:21][CH:20]=[C:19]([F:25])[C:18]=3[F:26])[C:12]([O:27][CH3:28])=[CH:11][C:10]=2[Cl:29])=[N:7][C:2]([Cl:1])=[CH:3][CH:4]=1 |f:2.3,4.5|. Procedure details: A mixture of 2,6-dichloro-3-nitropyridine (0.97 g), 2-chloro-5-(2,3-difluoro-6-methoxybenzyloxy)-4-methoxyaniline (1.81 g) and N,N-diisopropylethylamine (0.87 mL) in acetonitrile (15 mL) was heated at reflux for 12 hours. The reaction mixture was poured into 1 mol/L hydrochloric acid, and the resulting mixture was extracted with ethyl acetate. The extract was washed with water and brine, and dried over anhydrous magnesium sulfate, and the solvent was removed under reduced pressure. The residual ... Starting materials: CO, NN, O, CCCCCC(O)C=CC1CCC(O)C1CCCCCCC(=O)OC. The product is CCCCCC(O)C=CC1CCC(O)C1CCCCCCC(=O)NN. As a reaction SMILES: [CH3:29][OH:30].[NH2:27][NH2:28].[OH2:26].[OH:1][CH:2]1[CH:3]([CH2:16][CH2:17][CH2:18][CH2:19][CH2:20][CH2:21][C:22]([O:24][CH3:23])=[O:25])[CH:4]([CH:7]=[CH:8][CH:9]([CH2:10][CH2:11][CH2:12][CH2:13][CH3:14])[OH:15])[CH2:5][CH2:6]1>>[OH:1][CH:2]1[CH:3]([CH2:16][CH2:17][CH2:18][CH2:19][CH2:20][CH2:21][C:22](=[O:24])[NH:27][NH2:28])[CH:4]([CH:7]=[CH:8][CH:9]([CH2:10][CH2:11][CH2:12][CH2:13][CH3:14])[OH:15])[CH2:5][CH2:6]1.